From a dataset of the Open Reaction Database (ORD), a public repository of structured organic reaction records. describe an organic reaction: reactants, conditions, products, and yield The reactants are C(C)C(C=O)CC (2-ethyl-butanal), [NH4+].[Cl-] (NH4Cl), BrC1=CC=C(C=C1)NC=1SC2=C(N1)C=CC=C2 (N-(4-bromophenyl)-2-benzothiazolamine), C(CCC)[Li] (Butyllithium). Product: S1C(=NC2=C1C=CC=C2)NC2=CC=C(C=C2)C(O)C(CC)CC ((±)-4-(2-benzothiazolylamino)-α-(1-ethylpropyl)benzenemethanol). Procedure: The following reaction was performed under a N2 atmosphere. A mixture of N-(4-bromophenyl)-2-benzothiazolamine (0.492 mol) in THF (2700 ml) was stirred at −70° C. Butyllithium (0.984 mol; 2.5 M in hexane) was added dropwise at −65° C. The mixture was stirred for one hour. A solution of 2-ethyl-butanal (0.492 mol) in THF (300 ml) was added dropwise at −75° C. The mixture was allowed to warm to RT overnight. A 10% aqueous NH4Cl solution (3000 ml) was added and the mixture was stirred for 15 minute... Reaction SMILES: Br[C:2]1[CH:7]=[CH:6][C:5]([NH:8][C:9]2[S:10][C:11]3[CH:17]=[CH:16][CH:15]=[CH:14][C:12]=3[N:13]=2)=[CH:4][CH:3]=1.C([Li])CCC.[CH2:23]([CH:25]([CH2:28][CH3:29])[CH:26]=[O:27])[CH3:24].[NH4+].[Cl-]>C1COCC1>[S:10]1[C:11]2[CH:17]=[CH:16][CH:15]=[CH:14][C:12]=2[N:13]=[C:9]1[NH:8][C:5]1[CH:6]=[CH:7][C:2]([CH:26]([CH:25]([CH2:28][CH3:29])[CH2:23][CH3:24])[OH:27])=[CH:3][CH:4]=1 |f:3.4|. Isolated yield 67.9%. Solvent: C1CCOC1 (THF), C1CCOC1 (THF). Reaction conditions: temperature -70 celsius. Reactants: solution, [F-].C(CCC)[N+](CCCC)(CCCC)CCCC (tetrabutylammonium fluoride), COC(CC1=NC=C(C=C1)C1=C(C=C(C=C1)C(CC)(C1=CC(=C(C=C1)C#CC1(CCCC1)O[Si](C)(C)C)C)CC)C)=O ([5-(4-{1-ethyl-1-[3-methyl-4-(1-trimethylsilanyloxy-cyclopentylethynyl)-phenyl]-propyl}-2-methyl-phenyl)-pyridin-2-yl]-acetic acid methyl ester). Run in O1CCCC1 (tetrahydrofuran), O1CCCC1 (tetrahydrofuran). Reaction conditions: time 30 minute. The product is COC(CC1=NC=C(C=C1)C1=C(C=C(C=C1)C(CC)(C1=CC(=C(C=C1)C#CC1(CCCC1)O)C)CC)C)=O ([5-(4-{1-ethyl-1-[4-(1-hydroxy-cyclopentylethynyl)-3-methyl-phenyl]-propyl}-2-methyl-phenyl)-pyridin-2-yl]-acetic Acid Methyl Ester). Isolated yield 48.1%. Reaction SMILES: [F-].C([N+](CCCC)(CCCC)CCCC)CCC.[CH3:19][O:20][C:21](=[O:60])[CH2:22][C:23]1[CH:28]=[CH:27][C:26]([C:29]2[CH:34]=[CH:33][C:32]([C:35]([CH2:57][CH3:58])([C:38]3[CH:43]=[CH:42][C:41]([C:44]#[C:45][C:46]4([O:51][Si](C)(C)C)[CH2:50][CH2:49][CH2:48][CH2:47]4)=[C:40]([CH3:56])[CH:39]=3)[CH2:36][CH3:37])=[CH:31][C:30]=2[CH3:59])=[CH:25][N:24]=1>O1CCCC1>[CH3:19][O:20][C:21](=[O:60])[CH2:22][C:23]1[CH:28]=[CH:27][C:26]([C:29]2[CH:34]=[CH:33][C:32]([C:35]([CH2:36][CH3:37])([C:38]3[CH:43]=[CH:42][C:41]([C:44]#[C:45][C:46]4([OH:51])[CH2:50][CH2:49][CH2:48][CH2:47]4)=[C:40]([CH3:56])[CH:39]=3)[CH2:57][CH3:58])=[CH:31][C:30]=2[CH3:59])=[CH:25][N:24]=1 |f:0.1|. Procedure details: A 1 M solution of tetrabutylammonium fluoride in tetrahydrofuran (0.0466 mL, 0.0466 mmol) was added to a solution of [5-(4-{1-ethyl-1-[3-methyl-4-(1-trimethylsilanyloxy-cyclopentylethynyl)-phenyl]-propyl}-2-methyl-phenyl)-pyridin-2-yl]-acetic acid methyl ester (Example 95-(1); 18.1 mg, 0.031 mmol) in tetrahydrofuran (0.050 mL), and the mixture was stirred for 30 minutes. The reaction mixture was purified by silica gel chromatography (25% ethyl acetate/hexane) to give the title compound (7.6 mg, ... Reactants: [OH-].[Na+] (sodium hydroxide), FC1=NC=CC=C1C(CC)O (1-(2-Fluoropyridin-3-yl)propan-1-ol), C(C)(=O)O (acetic acid), ice water, S(O)(O)(=O)=O (sulfuric acid). Reaction conditions: temperature 130 celsius. The product is C(C)(=O)OC(CC)C=1C(=NC=CC1)F (1-(2-Fluoropyridin-3-yl)propyl Acetate). As a reaction SMILES: [F:1][C:2]1[C:7]([CH:8]([OH:11])[CH2:9][CH3:10])=[CH:6][CH:5]=[CH:4][N:3]=1.S(=O)(=O)(O)O.[OH-].[Na+].[C:19](O)(=[O:21])[CH3:20]>>[C:19]([O:11][CH:8]([C:7]1[C:2]([F:1])=[N:3][CH:4]=[CH:5][CH:6]=1)[CH2:9][CH3:10])(=[O:21])[CH3:20] |f:2.3|. Reported procedure: 2.75 g (17.7 mmol) of the product from example 48A are dissolved in 12 ml of glacial acetic acid and admixed with 4 ml of concentrated sulfuric acid. The mixture is heated to 130° C. for 30 min and, after cooling, stirred into ice-water. A pH of 8 is established with sodium hydroxide solution, and then extraction is effected with dichloromethane. The combined organic phases are dried over sodium sulfate and concentrated cautiously. This affords 3.30 g (94% of theory) of the title compound, which... Starting materials: C(C=C)C1=C(C(CCC1)(C)C)CC(=O)OCC1=CC=CC=C1 (benzyl 2-(2-allyl-6,6-dimethyl-cyclohexen-1-yl)acetate), [OH-].[Na+] (NaOH). Solvent: O1CCOCC1 (dioxane), O (water). Reaction conditions: temperature 100 celsius. The product is C(C=C)C1=C(C(CCC1)(C)C)CC(=O)O (2-(2-Allyl-6,6-dimethyl-cyclohexen-1-yl)acetic acid). The yield is 100.4%. Reaction SMILES: [CH2:1]([C:4]1[CH2:9][CH2:8][CH2:7][C:6]([CH3:11])([CH3:10])[C:5]=1[CH2:12][C:13]([O:15]CC1C=CC=CC=1)=[O:14])[CH:2]=[CH2:3].[OH-].[Na+]>O1CCOCC1.O>[CH2:1]([C:4]1[CH2:9][CH2:8][CH2:7][C:6]([CH3:11])([CH3:10])[C:5]=1[CH2:12][C:13]([OH:15])=[O:14])[CH:2]=[CH2:3] |f:1.2|. Procedure details: To a solution of benzyl 2-(2-allyl-6,6-dimethyl-cyclohexen-1-yl)acetate (1.5 g, 5.02 mmol) in dioxane (12 mL) and water (4 mL) was added NaOH (2M, 5.5 mL). The solution was heated to 100° C. for 30 h. The solution was concentrated in vacuo and water was added. The aqueous layer was extracted 2 times with ether and the organic layer was removed. Then, pH of the aqueous layer was adjusted to 1. The solution was extracted with ethyl acetate and washed with brine, dried and concentrated to give the ... The reactants are NC1=C(C(=O)O)C=C(C=C1)Br (2-amino-5-bromobenzoic acid), FC(C(CCC1=CC=CC=C1)=O)(F)F (1,1,1-trifluoro-4-phenylbutan-2-one), CS(=O)(=O)O.O=P12OP3(=O)OP(=O)(O1)OP(=O)(O2)O3 (Eaton's reagent), ice water. Run at temperature 100 celsius, time 15 minute. Product: C(C1=CC=CC=C1)C=1C(=NC2=CC=C(C=C2C1O)Br)C(F)(F)F (3-Benzyl-6-bromo-2-(trifluoromethyl)quinolin-4-ol). Reaction SMILES: [NH2:1][C:2]1[CH:10]=[CH:9][C:8]([Br:11])=[CH:7][C:3]=1[C:4]([OH:6])=O.[F:12][C:13]([F:25])([F:24])[C:14](=O)[CH2:15][CH2:16][C:17]1[CH:22]=[CH:21][CH:20]=[CH:19][CH:18]=1.CS(O)(=O)=O.O=P12OP3(OP(OP(O3)(O1)=O)(=O)O2)=O>>[CH2:16]([C:15]1[C:14]([C:13]([F:12])([F:25])[F:24])=[N:1][C:2]2[C:3]([C:4]=1[OH:6])=[CH:7][C:8]([Br:11])=[CH:9][CH:10]=2)[C:17]1[CH:22]=[CH:21][CH:20]=[CH:19][CH:18]=1 |f:2.3|. Reported procedure: A mixture of 2-amino-5-bromobenzoic acid (2.53 g, 11.7 mmol), 1,1,1-trifluoro-4-phenylbutan-2-one (2.83 g, 14.0 mmol, see reference Yang, D; Wong, M; Yan, Z. J. Org. Chem. 2000, 65, 4179-4184), and Eaton's reagent (8.8 mL) in a sealed pressure tube was heated at 100° C. for 4 hours. The mixture was then cooled down to room temperature, ice-water was added slowly, and the mixture was stirred vigorously for about 15 minutes. The precipitated solid was filtered, washed with water, and air dried ove... The reactants are BrC1=CC=C2C(=NNC2=C1)C(=O)OC (methyl 6-bromo-1H-indazole-3-carboxylate), C([O-])([O-])=O.[K+].[K+] (potassium carbonate), CI (methyl iodide). The solvent is C(C)#N (acetonitrile). Conditions: time 15 hour. The product is BrC1=CC=C2C(=NN(C2=C1)C)C(=O)OC (Methyl 6-bromo-1-methyl-1H-indazole-3-carboxylate). The yield is 66.4%. RXN SMILES: [Br:1][C:2]1[CH:10]=[C:9]2[C:5]([C:6]([C:11]([O:13][CH3:14])=[O:12])=[N:7][NH:8]2)=[CH:4][CH:3]=1.[C:15](=O)([O-])[O-].[K+].[K+].CI>C(#N)C>[Br:1][C:2]1[CH:10]=[C:9]2[C:5]([C:6]([C:11]([O:13][CH3:14])=[O:12])=[N:7][N:8]2[CH3:15])=[CH:4][CH:3]=1 |f:1.2.3|. Reported procedure: To a mixture of methyl 6-bromo-1H-indazole-3-carboxylate (0.50 g, 1.96 mmol) and potassium carbonate (1.28 g, 9.29 mmol) in acetonitrile (15 mL) is added methyl iodide (1.31 g, 9.29 mmol) at room temperature. The reaction mixture is stirred at room temperature for 15 h. Remove the solvent under vacuum, dilute with water, and extract with ethyl acetate (3×10 mL). The combined organics are dried over sodium sulfate and concentrated under reduced pressure. The crude is purified by flash chromatogra... Reactants: [OH-].[Na+] (NaOH), methyl ester, C(=O)(C(F)(F)F)O (TFA), intermediate 61, C(=O)(C(F)(F)F)O (TFA), intermediate 52, COC([C@@H](NC(=O)OC(C)(C)C)CC1=CC=C(C=C1)O)=O (N-(Boc)-L-Tyrosine methyl ester), C(C)C1=C(N=C(O1)C1=CC=CC=C1)CO ([5-ethyl-2-phenyl-1,3oxazol-4-yl]methanol), ester. The solvent is O (water). Product: N[C@H](C(=O)O)CC1=CC=C(C=C1)OCC=1N=C(OC1CC)C1=CC=CC=C1 ((2S)-2-amino-3-{4-[(5-ethyl-2-phenyl-1,3-oxazol-4-yl)methoxy]phenyl}propanoic acid), intermediate 61. Yield: 69.0%. As a reaction SMILES: C[O:2][C:3](=[O:21])[C@H:4]([CH2:13][C:14]1[CH:19]=[CH:18][C:17]([OH:20])=[CH:16][CH:15]=1)[NH:5]C(OC(C)(C)C)=O.[CH2:22]([C:24]1[O:28][C:27]([C:29]2[CH:34]=[CH:33][CH:32]=[CH:31][CH:30]=2)=[N:26][C:25]=1[CH2:35]O)[CH3:23].C(O)(C(F)(F)F)=O.[OH-].[Na+]>O>[NH2:5][C@@H:4]([CH2:13][C:14]1[CH:15]=[CH:16][C:17]([O:20][CH2:35][C:25]2[N:26]=[C:27]([C:29]3[CH:34]=[CH:33][CH:32]=[CH:31][CH:30]=3)[O:28][C:24]=2[CH2:22][CH3:23])=[CH:18][CH:19]=1)[C:3]([OH:2])=[O:21] |f:3.4|. Reported procedure: Intermediate 61 was prepared as described above for the preparation of intermediate 52. From 465 mg of N-(Boc)-L-Tyrosine methyl ester and 320 mg of Intermediate 8G was prepared 520 mg of BOC-protected intermediate methyl ester (69% yield; 1H NMR (CDCl3, 300 MHz) δ8.09-8.06 (m, 2H), 7.47-7.46 (m, 3H), 7.08 (d, 2H, J=8.7), 6.97 (d, 2H, J=8.7), 5.02 (s, 2H), 5.01 (s, 1H), 4.59-4.55 (m, 1H), 3.74 (s, 3H), 3.08-3.02 (m, 2H), 2.83 (q, 2H, J=7.5), 1.45 (s, 9H), 1.32 (t, 3H, J=7.5); From 510 mg of BOC-... The reactants are FC=1C=C(C=CC1)C=1C(=NNC1)C(=O)OCC (ethyl 4-(3-fluorophenyl)-3-pyrazolecarboxylate), NCCNC(OC(C)(C)C)=O (t-butyl (2-aminoethyl)carbamate). The product is FC=1C=C(C=CC1)C=1C(=NNC1)C(=O)NCCNC(OC(C)(C)C)=O (t-butyl [2-(4-(3-fluorophenyl)-3-pyrazolecarboxamido)ethyl]carbamate). Yield: 64.6%. As a reaction SMILES: [F:1][C:2]1[CH:3]=[C:4]([C:8]2[C:9]([C:13]([O:15]CC)=O)=[N:10][NH:11][CH:12]=2)[CH:5]=[CH:6][CH:7]=1.[NH2:18][CH2:19][CH2:20][NH:21][C:22](=[O:28])[O:23][C:24]([CH3:27])([CH3:26])[CH3:25]>>[F:1][C:2]1[CH:3]=[C:4]([C:8]2[C:9]([C:13]([NH:18][CH2:19][CH2:20][NH:21][C:22](=[O:28])[O:23][C:24]([CH3:26])([CH3:25])[CH3:27])=[O:15])=[N:10][NH:11][CH:12]=2)[CH:5]=[CH:6][CH:7]=1. Procedure: 4.6 q (19.64 mmol) of ethyl 4-(3-fluorophenyl)-3-pyrazolecarboxylate were reacted with t-butyl (2-aminoethyl)carbamate in an analoqous manner to that described in Example 16. Chromatoqraphy of the crude product and recrystallization from ethyl acetate/hexane yielded 4.4 g (64.6%) of t-butyl [2-(4-(3-fluorophenyl)-3-pyrazolecarboxamido)ethyl]carbamate as white crystals, melting point 175°-176°. Reactants: C(=O)[O-].[Na+] (Sodium formate), C(=O)O (formic acid), O1C(=CC=C1)C(=O)N1C[C@@H](NC2=CC=C(C=C12)C1=CC=C(C=C1)S(=O)(=O)C)C ((S)-furan-2-yl(3-methyl-7-(4-(methylsulfonyl)phenyl)-3,4-dihydroquinoxaline-1(2H)-yl)methanone). Reaction conditions: time 5 hour. Yields the product O1C(=CC=C1)C(=O)N1C[C@@H](N(C2=CC=C(C=C12)C1=CC=C(C=C1)S(=O)(=O)C)C=O)C ((S)-4-(furan-2-carbonyl)-2-methyl-6-(4-(methylsulfonyl)phenyl)-3,4-dihydroquinoxaline-1(2H)-carbaldehyde). Isolated yield 71.9%. RXN SMILES: [CH:1]([O-:3])=O.[Na+].C(O)=O.[O:8]1[CH:12]=[CH:11][CH:10]=[C:9]1[C:13]([N:15]1[C:24]2[C:19](=[CH:20][CH:21]=[C:22]([C:25]3[CH:30]=[CH:29][C:28]([S:31]([CH3:34])(=[O:33])=[O:32])=[CH:27][CH:26]=3)[CH:23]=2)[NH:18][C@@H:17]([CH3:35])[CH2:16]1)=[O:14]>>[O:8]1[CH:12]=[CH:11][CH:10]=[C:9]1[C:13]([N:15]1[C:24]2[C:19](=[CH:20][CH:21]=[C:22]([C:25]3[CH:30]=[CH:29][C:28]([S:31]([CH3:34])(=[O:32])=[O:33])=[CH:27][CH:26]=3)[CH:23]=2)[N:18]([CH:1]=[O:3])[C@@H:17]([CH3:35])[CH2:16]1)=[O:14] |f:0.1|. Reported procedure: Sodium formate (14 mg, 0.200 mmol) and formic acid (46 mg, 1.0 mmol) were added to (S)-furan-2-yl(3-methyl-7-(4-(methylsulfonyl)phenyl)-3,4-dihydroquinoxaline-1(2H)-yl)methanone (0.2 M in 1,2-dichloroethane, 0.1 mL, 0.02 mmol) and shaken at room temperature for 5 h. The reaction was concentrated and the crude product was purified by mass-triggered preparatory HPLC. The product-containing fractions were combined and concentrated to afford (S)-4-(furan-2-carbonyl)-2-methyl-6-(4-(methylsulfonyl)phe...